This data is from the Open Reaction Database (ORD), a public repository of structured organic reaction records. The task is: describe an organic reaction: reactants, conditions, products, and yield The reactants are CC1(CC=C(CC1)C1=NC(=CC=C1NC(=O)C=1NC=C(N1)C#N)C1CC(OC(C1)(C)C)(C)C)C (4-Cyano-1H-imidazole-2-carboxylic acid[2-(4,4-dimethyl-cyclohex-1-enyl)-6-(2,2,6,6-tetramethyl-tetrahydro-pyran-4-yl)-pyridin-3-yl]-amide), CS(=O)(=O)O (methanesulfonic acid). The solvent is CCO (EtOH). The product is CS(=O)(=O)O.CC1(CC=C(CC1)C1=NC(=CC=C1NC(=O)C=1NC=C(N1)C#N)C1CC(OC(C1)(C)C)(C)C)C (4-Cyano-1H-imidazole-2-carboxylic acid[2-(4,4-dimethyl-cyclohex-1-enyl)-6-(2,2,6,6-tetramethyl-tetrahydro-pyran-4-yl)-pyridin-3-yl]-amide methanesulfonic acid salt). The yield is 39.8%. RXN SMILES: [CH3:1][C:2]1([CH3:34])[CH2:7][CH2:6][C:5]([C:8]2[C:13]([NH:14][C:15]([C:17]3[NH:18][CH:19]=[C:20]([C:22]#[N:23])[N:21]=3)=[O:16])=[CH:12][CH:11]=[C:10]([CH:24]3[CH2:29][C:28]([CH3:31])([CH3:30])[O:27][C:26]([CH3:33])([CH3:32])[CH2:25]3)[N:9]=2)=[CH:4][CH2:3]1.[CH3:35][S:36]([OH:39])(=[O:38])=[O:37]>CCO>[CH3:35][S:36]([OH:39])(=[O:38])=[O:37].[CH3:1][C:2]1([CH3:34])[CH2:7][CH2:6][C:5]([C:8]2[C:13]([NH:14][C:15]([C:17]3[NH:18][CH:19]=[C:20]([C:22]#[N:23])[N:21]=3)=[O:16])=[CH:12][CH:11]=[C:10]([CH:24]3[CH2:25][C:26]([CH3:33])([CH3:32])[O:27][C:28]([CH3:31])([CH3:30])[CH2:29]3)[N:9]=2)=[CH:4][CH2:3]1 |f:3.4|. Reported procedure: A solution of 4-cyano-1H-imidazole-2-carboxylic acid[2-(4,4-dimethyl-cyclohex-1-enyl)-6-(2,2,6,6-tetramethyl-tetrahydro-pyran-4-yl)-pyridin-3-yl]-amide (50.0 mg, 0.108 mmol, as prepared in Example 15, step (h)) in EtOH (2 mL) was treated with methanesulfonic acid (7.0 μL, 0.108 mmol) at room temperature for 1 h. The solvents were evaporated in vacuo, and the residue was dried under high vacuum overnight. The solid was dissolved in a minimum amount of EtOH (2 mL) with sonication and heating. Whil... The reactants are P(=O)([O-])([O-])[O-].[K+].[K+].[K+] (potassium phosphate), C1(CCCCC1)P(C1CCCCC1)C1CCCCC1 (tricyclohexylphosphine), C1(CC1)B(O)O (cyclopropylboronic acid), COC1=C(CCNC(=O)C2=CC=C(OC3=C(C=C4C(CCOC4=C3)C(=O)[O-])Cl)C=C2)C=CC(=C1)Br (7-(4-(2-methoxy-4-bromophenethylcarbamoyl)phenoxy)-6-chlorochroman-4-carboxylate). The reagents and catalysts are C(C)(=O)[O-].[Pd+2].C(C)(=O)[O-] (Palladium(II) acetate). The solvent is O (water), C1(=CC=CC=C1)C (toluene). Product: COC1=C(CCNC(=O)C2=CC=C(OC3=C(C=C4C(CCOC4=C3)C(=O)OCC)Cl)C=C2)C=CC(=C1)C1CC1 (ethyl 7-(4-(2-methoxy-4-cyclopropylphenethylcarbamoyl)phenoxy)-6-chlorochroman-4-carboxylate). The yield is 165.9%. As a reaction SMILES: [CH3:1][O:2][C:3]1[CH:34]=[C:33](Br)[CH:32]=[CH:31][C:4]=1[CH2:5][CH2:6][NH:7][C:8]([C:10]1[CH:30]=[CH:29][C:13]([O:14][C:15]2[CH:24]=[C:23]3[C:18]([CH:19]([C:25]([O-:27])=[O:26])[CH2:20][CH2:21][O:22]3)=[CH:17][C:16]=2[Cl:28])=[CH:12][CH:11]=1)=[O:9].P([O-])([O-])([O-])=O.[K+].[K+].[K+].C1(P([CH:57]2[CH2:62][CH2:61]CCC2)C2CCCCC2)CCCCC1.[CH:63]1(B(O)O)C[CH2:64]1>C1(C)C=CC=CC=1.C([O-])(=O)C.[Pd+2].C([O-])(=O)C.O>[CH3:1][O:2][C:3]1[CH:34]=[C:33]([CH:61]2[CH2:62][CH2:57]2)[CH:32]=[CH:31][C:4]=1[CH2:5][CH2:6][NH:7][C:8]([C:10]1[CH:30]=[CH:29][C:13]([O:14][C:15]2[CH:24]=[C:23]3[C:18]([CH:19]([C:25]([O:27][CH2:63][CH3:64])=[O:26])[CH2:20][CH2:21][O:22]3)=[CH:17][C:16]=2[Cl:28])=[CH:12][CH:11]=1)=[O:9] |f:1.2.3.4,8.9.10|. Procedure details: To a stirred suspension of 7-(4-(2-methoxy-4-bromophenethylcarbamoyl)phenoxy)-6-chlorochroman-4-carboxylate (130 mg; 0.22 mmol) in 2 mL toluene was added successively 0.1 mL water, potassium phosphate (141 mg; 0.66 mmol), tricyclohexylphosphine (25 mg; 0.08 mmol), and cyclopropylboronic acid (38 mg; 0.44 mmol) at ambient temperature with stirring. A balloon of nitrogen with a three-way purge valve was attached, and the flask was evacuated and refilled five times with nitrogen. Palladium(II) acet... Run in CN(C(C)=O)C (N,N-dimethylacetamide). Reactants: C(#N)C(C(=O)O)CC1=C(C(=CC=C1Br)OC)OC (2-cyano-3-(6-bromo-2,3-dimethoxyphenyl)-propionic acid). Procedure: A solution of 2-cyano-3-(6-bromo-2,3-dimethoxyphenyl)-propionic acid (39.25 g, 0.125 mole), and 80 mL N,N-dimethylacetamide was stirred at 160° for 1.25 hr. After cooling to room temperature, the solution was poured onto ice with stirring. The solid was filtered, washed with water, dried (in-vacuo) to yield 32.7 g white solid, (97%); M+ 269. The yield is 96.8%. Reaction SMILES: [C:1]([CH:3]([CH2:7][C:8]1[C:13]([Br:14])=[CH:12][CH:11]=[C:10]([O:15][CH3:16])[C:9]=1[O:17][CH3:18])C(O)=O)#[N:2]>CN(C)C(=O)C>[Br:14][C:13]1[C:8]([CH2:7][CH2:3][C:1]#[N:2])=[C:9]([O:17][CH3:18])[C:10]([O:15][CH3:16])=[CH:11][CH:12]=1. The product is BrC1=CC=C(C(=C1CCC#N)OC)OC (3-(6-Bromo-2,3-dimethoxyphenyl)-propionitrile). Reactants: [OH-].[Na+] (Sodium hydroxide), C(Cl)(Cl)Cl (Chloroform), C(C)(C)(CC)C1=CC(=C(C=C1)O)C(C)(C)C (4-t-amyl-2-t-butylphenol), S(O)(O)(=O)=O (sulfuric acid), C1(=CC=CC=C1)O (phenol). Run in O (water), O (water), C(C)O (ethanol). Conditions: time 1 hour. The product is C(C)(C)(CC)C1=CC=C(C(C=O)=C1)OC(C)(C)C (5-t-amyl-t-butylsalicylaldehyde). The yield is 37.0%. RXN SMILES: [C:1]([C:6]1[CH:11]=[CH:10][C:9]([OH:12])=[C:8]([C:13](C)(C)C)[CH:7]=1)([CH2:4][CH3:5])([CH3:3])[CH3:2].[OH-:17].[Na+].[C:19]1(O)[CH:24]=[CH:23]C=CC=1.[CH:26](Cl)(Cl)Cl.S(=O)(=O)(O)O>C(O)C.O>[C:1]([C:6]1[CH:7]=[C:8]([CH:13]=[O:17])[C:9]([O:12][C:24]([CH3:23])([CH3:19])[CH3:26])=[CH:10][CH:11]=1)([CH2:4][CH3:5])([CH3:2])[CH3:3] |f:1.2|. Reported procedure: 4-t-amyl-2-t-butylphenol (53 g, 0.24 mole) was dissolved in 150 ml absolute ethanol in a 1 L round-bottom flask equipped with a water-cooled condenser. Sodium hydroxide (96 g, 2.4 moles) was dissolved in 100 ml water, and the hot solution was added to the solution of phenol. Chloroform (57 g, 0.48 mole) was added in 1 ml portions over a 45-minute period. The resulting yellow-brown mixture was stirred 1 hour as it cooled to ambient temperature. The mixture was diluted into 500 ml of 1M sulfuric a...